Dataset: the Open Reaction Database (ORD), a public repository of structured organic reaction records. Task: describe an organic reaction: reactants, conditions, products, and yield Reactants: N[C@@H](CCC(=O)O)C(=O)O (glutamic acid), C([O-])([O-])=O.[Na+].[Na+] (sodium carbonate), [N+](=O)([O-])C1=C2C(N(C(C2=CC=C1)=O)C(=O)OCC)=O (ethyl 4-nitro-1,3-dioxoisoindoline-2-carboxylate). Run in O (water). Reaction conditions: time 3 hour. Yields the product [N+](=O)([O-])C1=C2C(N(C(C2=CC=C1)=O)C(CCC(=O)O)C(=O)O)=O (1-(4-nitro-1,3-dioxoisoindolin-2-yl)propane-1,3-dicarboxylic acid). Reaction SMILES: [NH2:1][C@H:2]([C:8]([OH:10])=[O:9])[CH2:3][CH2:4][C:5]([OH:7])=[O:6].C(=O)([O-])[O-].[Na+].[Na+].[N+:17]([C:20]1[CH:28]=[CH:27][CH:26]=[C:25]2[C:21]=1[C:22](=[O:35])N(C(OCC)=O)[C:24]2=[O:29])([O-:19])=[O:18]>O>[N+:17]([C:20]1[CH:28]=[CH:27][CH:26]=[C:25]2[C:21]=1[C:22](=[O:35])[N:1]([CH:2]([C:8]([OH:10])=[O:9])[CH2:3][CH2:4][C:5]([OH:7])=[O:6])[C:24]2=[O:29])([O-:19])=[O:18] |f:1.2.3|. Procedure: To a stirred solution of glutamic acid (10 mmol) and sodium carbonate (10.5 mmol) in water (50 mL) is added ethyl 4-nitro-1,3-dioxoisoindoline-2-carboxylate (10 mmol). The resulting mixture is stirred for 3 hours. The mixture is filtered. The filtrate is then acidified to pH 1 with 4 N hydrochloric acid to afford the 1-(4-nitro-1,3-dioxoisoindolin-2-yl)propane-1,3-dicarboxylic acid. Starting materials: CCOC(C)=O, ClCCl, CC(C)c1cc2c(c(-c3ccc(F)cc3)c1C(O)c1ccc(OC(F)(F)F)cc1)C(=O)CC1(CCC1)O2, [Na+], [OH-], c1ccncc1. Product: CC(C)c1cc2c(c(-c3ccc(F)cc3)c1C(=O)c1ccc(OC(F)(F)F)cc1)C(=O)CC1(CCC1)O2. Reaction SMILES: [CH3:47][CH2:48][O:49][C:50](=[O:51])[CH3:52].[Cl:1][CH2:2][Cl:3].[F:10][c:11]1[cH:12][cH:13][c:14](-[c:17]2[c:18]3[c:23]([cH:24][c:25]([CH:40]([CH3:41])[CH3:42])[c:26]2[CH:27]([c:28]2[cH:29][cH:30][c:31]([O:34][C:35]([F:36])([F:37])[F:38])[cH:32][cH:33]2)[OH:39])[O:22][C:21]2([CH2:20][C:19]3=[O:46])[CH2:43][CH2:44][CH2:45]2)[cH:15][cH:16]1.[Na+:54].[OH-:53].[cH:4]1[cH:5][cH:6][n:7][cH:8][cH:9]1>>[F:10][c:11]1[cH:12][cH:13][c:14](-[c:17]2[c:18]3[c:23]([cH:24][c:25]([CH:40]([CH3:41])[CH3:42])[c:26]2[C:27]([c:28]2[cH:29][cH:30][c:31]([O:34][C:35]([F:36])([F:37])[F:38])[cH:32][cH:33]2)=[O:39])[O:22][C:21]2([CH2:20][C:19]3=[O:46])[CH2:43][CH2:44][CH2:45]2)[cH:15][cH:16]1. Starting materials: Cc1cc(C(O)(C(F)(F)F)C(F)(F)F)cc(C)c1NCCC#N, Cl, [Na+], [Na+], O=C([O-])O, [OH-]. The product is Cc1cc(C(O)(C(F)(F)F)C(F)(F)F)cc(C)c1NCCC(=O)O. RXN SMILES: [C:1](#[N:2])[CH2:3][CH2:4][NH:5][c:6]1[c:7]([CH3:23])[cH:8][c:9]([C:13]([C:14]([F:15])([F:16])[F:17])([C:18]([F:19])([F:20])[F:21])[OH:22])[cH:10][c:11]1[CH3:12].[ClH:24].[Na+:29].[Na+:31].[O-:25][C:26](=[O:27])[OH:28].[OH-:30]>>[CH2:3]([CH2:4][NH:5][c:6]1[c:7]([CH3:23])[cH:8][c:9]([C:13]([C:14]([F:15])([F:16])[F:17])([C:18]([F:19])([F:20])[F:21])[OH:22])[cH:10][c:11]1[CH3:12])[C:26](=[O:25])[OH:28]. Reactants: Cn1c(Nc2ccc(B3OC(C)(C)C(C)(C)O3)cc2)nc2ccccc21, COCCOC, CN1CCN(C2CCC(n3nc(I)c4c(N)ncnc43)CC2)CC1, [Na+], [Na+], O=C([O-])[O-], O, [Pd], c1ccc(P(c2ccccc2)c2ccccc2)cc1, c1ccc(P(c2ccccc2)c2ccccc2)cc1, c1ccc(P(c2ccccc2)c2ccccc2)cc1, c1ccc(P(c2ccccc2)c2ccccc2)cc1. Product: CN1CCN(C2CCC(n3nc(-c4ccc(Nc5nc6ccccc6n5C)cc4)c4c(N)ncnc43)CC2)CC1. RXN SMILES: [CH3:25][C:26]1([CH3:27])[C:28]([CH3:29])([CH3:30])[O:31][B:32]([c:33]2[cH:34][cH:35][c:36]([NH:39][c:40]3[n:41][c:42]4[c:43]([n:44]3[CH3:45])[cH:46][cH:47][cH:48][cH:49]4)[cH:37][cH:38]2)[O:50]1.[CH3:57][O:58][CH2:59][CH2:60][O:61][CH3:62].[I:1][c:2]1[n:3][n:4]([CH:12]2[CH2:13][CH2:14][CH:15]([N:18]3[CH2:19][CH2:20][N:21]([CH3:24])[CH2:22][CH2:23]3)[CH2:16][CH2:17]2)[c:5]2[n:6][cH:7][n:8][c:9]([NH2:11])[c:10]12.[Na+:51].[Na+:52].[O-:53][C:54](=[O:55])[O-:56].[OH2:63].[Pd:64].[c:103]1([P:104]([c:105]2[cH:106][cH:107][cH:108][cH:109][cH:110]2)[c:111]2[cH:112][cH:113][cH:114][cH:115][cH:116]2)[cH:117][cH:118][cH:119][cH:120][cH:121]1.[c:122]1([P:123]([c:124]2[cH:125][cH:126][cH:127][cH:128][cH:129]2)[c:130]2[cH:131][cH:132][cH:133][cH:134][cH:135]2)[cH:136][cH:137][cH:138][cH:139][cH:140]1.[c:65]1([P:66]([c:67]2[cH:68][cH:69][cH:70][cH:71][cH:72]2)[c:73]2[cH:74][cH:75][cH:76][cH:77][cH:78]2)[cH:79][cH:80][cH:81][cH:82][cH:83]1.[c:84]1([P:85]([c:86]2[cH:87][cH:88][cH:89][cH:90][cH:91]2)[c:92]2[cH:93][cH:94][cH:95][cH:96][cH:97]2)[cH:98][cH:99][cH:100][cH:101][cH:102]1>>[c:2]1(-[c:33]2[cH:34][cH:35][c:36]([NH:39][c:40]3[n:41][c:42]4[c:43]([n:44]3[CH3:45])[cH:46][cH:47][cH:48][cH:49]4)[cH:37][cH:38]2)[n:3][n:4]([CH:12]2[CH2:13][CH2:14][CH:15]([N:18]3[CH2:19][CH2:20][N:21]([CH3:24])[CH2:22][CH2:23]3)[CH2:16][CH2:17]2)[c:5]2[n:6][cH:7][n:8][c:9]([NH2:11])[c:10]12.